From a dataset of the Open Reaction Database (ORD), a public repository of structured organic reaction records. describe an organic reaction: reactants, conditions, products, and yield The reactants are CC(C)(C)OC(=O)NCCCBr, COC(=O)CC1Cc2ccc(O)cc2N(Cc2ccccc2)C1=O. The product is COC(=O)CC1Cc2ccc(OCCCNC(=O)OC(C)(C)C)cc2N(Cc2ccccc2)C1=O. As a reaction SMILES: [C:25]([CH3:26])([CH3:27])([CH3:28])[O:29][C:30]([NH:31][CH2:32][CH2:33][CH2:34][Br:35])=[O:36].[CH3:1][O:2][C:3]([CH2:4][CH:5]1[C:6](=[O:23])[N:7]([CH2:16][c:17]2[cH:18][cH:19][cH:20][cH:21][cH:22]2)[c:8]2[cH:9][c:10]([OH:15])[cH:11][cH:12][c:13]2[CH2:14]1)=[O:24]>>[CH3:1][O:2][C:3]([CH2:4][CH:5]1[C:6](=[O:23])[N:7]([CH2:16][c:17]2[cH:18][cH:19][cH:20][cH:21][cH:22]2)[c:8]2[cH:9][c:10]([O:15][CH2:34][CH2:33][CH2:32][NH:31][C:30]([O:29][C:25]([CH3:26])([CH3:27])[CH3:28])=[O:36])[cH:11][cH:12][c:13]2[CH2:14]1)=[O:24].